This data is from the Open Reaction Database (ORD), a public repository of structured organic reaction records. The task is: describe an organic reaction: reactants, conditions, products, and yield Reactants: OC1=C(O)C=CC(=C1)O (hydroxyhydroquinone), Cl (hydrochloric acid), [Cl-].[Al+3].[Cl-].[Cl-] (aluminum chloride), C(CC(C)C)(=O)Cl (isovaleryl chloride). Run in [N+](=O)([O-])C1=CC=CC=C1 (nitrobenzene). The product is OC1=C(C=C(C(=C1)O)O)C(=O)CC(C)C ((2-methylpropyl) (2,4,5-trihydroxyphenyl) ketone). Yield: 87.0%. RXN SMILES: [OH:1][C:2]1[CH:8]=[C:7]([OH:9])[CH:6]=[CH:5][C:3]=1[OH:4].[Cl-].[Al+3].[Cl-].[Cl-].[C:14](Cl)(=[O:19])[CH2:15][CH:16]([CH3:18])[CH3:17].Cl>[N+](C1C=CC=CC=1)([O-])=O>[OH:9][C:7]1[CH:8]=[C:2]([OH:1])[C:3]([OH:4])=[CH:5][C:6]=1[C:14]([CH2:15][CH:16]([CH3:18])[CH3:17])=[O:19] |f:1.2.3.4|. Reported procedure: In a vessel fitted with a calcium chloride tube, 12.61 g (100.0 mmol) of hydroxyhydroquinone (2) was suspended in 110 ml of nitrobenzene and stirred at room temperature. Into this, 40.0 g (300 mmol, 3.00 equivalents) of granular aluminum chloride was added piecemeal. They were further stirred for one hour and then 12.06 g (100.0 mmol, 1.00 equivalent) of isovaleryl chloride was slowly added dropwise. As the reaction mixture became a reddish purple amorphous solid 10 hours after the addition, it ... The reactants are C(C)(=O)OC(COCCN(C)C)C1=CC=C2C=CCC2=C1 (1-acetoxy-1-(1H-inden-6-yl)-2-[2-(N,N-dimethylamino)ethoxy]ethane), C[O-].[Na+].CO (sodium methoxide methanol), Cl.C(C)O (hydrogen chloride ethanol). Solvent: CO (methanol), C(C)O (ethanol). Reaction conditions: time 20 minute. The product is Cl.C1C=CC2=CC=C(C=C12)C(COCCN(C)C)O (1-(1H-inden-6-yl)-2-[2-(N,N-dimethyl-amino)ethoxy]ethanol hydrochloride). As a reaction SMILES: C([O:4][CH:5]([C:13]1[CH:21]=[C:20]2[C:16]([CH:17]=[CH:18][CH2:19]2)=[CH:15][CH:14]=1)[CH2:6][O:7][CH2:8][CH2:9][N:10]([CH3:12])[CH3:11])(=O)C.C[O-].[Na+].CO.[ClH:27].C(O)C>CO.C(O)C>[ClH:27].[CH2:19]1[C:20]2[C:16](=[CH:15][CH:14]=[C:13]([CH:5]([OH:4])[CH2:6][O:7][CH2:8][CH2:9][N:10]([CH3:11])[CH3:12])[CH:21]=2)[CH:17]=[CH:18]1 |f:1.2.3,4.5,8.9|. Reported procedure: In 0.5 ml of methanol was dissolved 80 mg of 1-acetoxy-1-(1H-inden-6-yl)-2-[2-(N,N-dimethylamino)ethoxy]ethane. To the solution was added 80 mg of a 28% sodium methoxide-methanol solution with ice cooling. The resulting mixture was stirred at room temperature for 20 minutes. The solvent was removed by distillation under reduced pressure. The residue thus obtained was purified by column chromatography (eluant: chloroform/methanol=20/1) to obtain a yellow oily product. The oily product was dissolv... Reactants: N#N (N2), C(=O)([O-])[O-].[K+].[K+] (K2CO3), CC1(OCCO1)C=1N=C(SC1)COS(=O)(=O)C (methanesulfonic acid 4-(2-methyl-[1,3]dioxolan-2-yl)-thiazol-2-ylmethyl ester), [N+](=O)([O-])C1=CC=NN1 (5-nitro-1H-pyrazole), [Br-] (bromide). The solvent is CC(=O)C (acetone), CC(=O)C (acetone), CC(OCC)=O (EA), O (Water). Run at time 8 hour. The product is CC1(OCCO1)C=1N=C(SC1)CN1N=C(C=C1)[N+](=O)[O-] (4-(2-Methyl-[1,3]dioxolan-2-yl)-2-(3-nitro-pyrazol-1-ylmethyl)-thiazole). RXN SMILES: N#N.[CH3:3][C:4]1([C:9]2[N:10]=[C:11]([CH2:14]OS(C)(=O)=O)[S:12][CH:13]=2)[O:8][CH2:7][CH2:6][O:5]1.[N+:20]([C:23]1[NH:27][N:26]=[CH:25][CH:24]=1)([O-:22])=[O:21].C([O-])([O-])=O.[K+].[K+].[Br-]>CC(C)=O.CC(=O)OCC.O>[CH3:3][C:4]1([C:9]2[N:10]=[C:11]([CH2:14][N:26]3[CH:25]=[CH:24][C:23]([N+:20]([O-:22])=[O:21])=[N:27]3)[S:12][CH:13]=2)[O:5][CH2:6][CH2:7][O:8]1 |f:3.4.5|. Procedure: In a flame dried round-bottomed flask equipped with a magnetic stir bar and under inert atmosphere (N2), a solution of methanesulfonic acid 4-(2-methyl-[1,3]dioxolan-2-yl)-thiazol-2-ylmethyl ester (320 mg, 1.15 mmol) in acetone (6.0 mL) was added to a solution of 5-nitro-1H-pyrazole (136 mg, 1.20 mmol) in acetone (6.0 mL). K2CO3 (800 mg, 5.73 mmol) followed by TBA bromide (741 mg, 0.23 mmol) were added and the reaction mixture was stirred at rt overnight. Water (10 mL) and EA (10 mL) were added.... Reaction SMILES: [C:1]([CH3:2])([CH3:3])([CH3:4])[O:5][C:6](=[O:7])[NH:8][CH2:9][CH2:10][C:11](=[O:12])[OH:13].[NH2:14][c:15]1[cH:16][cH:17][c:18]([N+:24](=[O:25])[O-:26])[c:19]([C:20](=[O:21])[OH:22])[cH:23]1>>[C:1]([CH3:2])([CH3:3])([CH3:4])[O:5][C:6](=[O:7])[NH:8][CH2:9][CH2:10][C:11](=[O:13])[NH:14][c:15]1[cH:16][cH:17][c:18]([N+:24](=[O:25])[O-:26])[c:19]([C:20](=[O:21])[OH:22])[cH:23]1. Starting materials: CC(C)(C)OC(=O)NCCC(=O)O, Nc1ccc([N+](=O)[O-])c(C(=O)O)c1. The product is CC(C)(C)OC(=O)NCCC(=O)Nc1ccc([N+](=O)[O-])c(C(=O)O)c1. Reactants: NCC(=O)N1[C@@H](SC[C@@H]1C(=O)OC(C)(C)C)C1=CC=CC=C1 (tert-butyl (2S,4S)-3-(2 aminoacetyl)-2-phenyl-4-thiazolidinecarboxylate), C(Cl)(Cl)Cl (CHCl3), CC=1C=C(C=CC1)N=C=O (3-methylphenyl isocyanate). The solvent is C1CCCCC1 (cyclohexane). Yields the product CC=1C=C(C=CC1)NC(NCC(=O)N1[C@@H](SC[C@@H]1C(=O)OC(C)(C)C)C1=CC=CC=C1)=O (tert-butyl (2S,4S)-3-{2-[3-(3-methylphenyl)ureido]acetyl}-2-phenyl-4-thiazolidinecarboxylate). As a reaction SMILES: [NH2:1][CH2:2][C:3]([N:5]1[C@@H:9]([C:10]([O:12][C:13]([CH3:16])([CH3:15])[CH3:14])=[O:11])[CH2:8][S:7][C@H:6]1[C:17]1[CH:22]=[CH:21][CH:20]=[CH:19][CH:18]=1)=[O:4].[CH3:23][C:24]1[CH:25]=[C:26]([N:30]=[C:31]=[O:32])[CH:27]=[CH:28][CH:29]=1.C(Cl)(Cl)Cl>C1CCCCC1>[CH3:23][C:24]1[CH:25]=[C:26]([NH:30][C:31](=[O:32])[NH:1][CH2:2][C:3]([N:5]2[C@@H:9]([C:10]([O:12][C:13]([CH3:16])([CH3:15])[CH3:14])=[O:11])[CH2:8][S:7][C@H:6]2[C:17]2[CH:18]=[CH:19][CH:20]=[CH:21][CH:22]=2)=[O:4])[CH:27]=[CH:28][CH:29]=1. Procedure details: The operation is carried out in a fashion similar to that described in Example 34, but starting from 0.3 g of tert-butyl (2S,4S)-3-(2 aminoacetyl)-2-phenyl-4-thiazolidinecarboxylate and 0.12 cm3 of 3-methylphenyl isocyanate. After vigorous stirring in cyclohexane, 0.16 g of tert-butyl (2S,4S)-3-{2-[3-(3-methylphenyl)ureido]acetyl}-2-phenyl-4-thiazolidinecarboxylate is thus obtained in the form of an amorphous pale yellow powder ([α]D20 =-62.0°±1.1° (C=1.02%; CHCl3)). [Proton NMR (250 MHz, DMSO D... Starting materials: C([O-])([O-])=O.[Cs+].[Cs+] (caesium carbonate), N1CCC(CC1)O (piperidin-4-ol), NC1=NC2=CC=C(C=C2C(=N1)C(=O)N1CC2=CC=CC=C2C1)C1=C(C=CC(=C1)F)CCl ([2-amino-6-(2-chloromethyl-5-fluorophenyl)quinazolin-4-yl]-(1,3-dihydroisoindol-2-yl)methanone). Solvent: C(C)#N (acetonitrile). Reaction conditions: temperature 80 celsius, time 16 hour. Product: NC1=NC2=CC=C(C=C2C(=N1)C(=O)N1CC2=CC=CC=C2C1)C1=C(C=CC(=C1)F)CN1CCC(CC1)O ({2-Amino-6-[5-fluoro-2-(4-hydroxypiperidin-1-ylmethyl)phenyl]quinazolin-4-yl}-(1,3-dihydroisoindol-2-yl)methanone). As a reaction SMILES: [NH2:1][C:2]1[N:11]=[C:10]([C:12]([N:14]2[CH2:22][C:21]3[C:16](=[CH:17][CH:18]=[CH:19][CH:20]=3)[CH2:15]2)=[O:13])[C:9]2[C:4](=[CH:5][CH:6]=[C:7]([C:23]3[CH:28]=[C:27]([F:29])[CH:26]=[CH:25][C:24]=3[CH2:30]Cl)[CH:8]=2)[N:3]=1.C(=O)([O-])[O-].[Cs+].[Cs+].[NH:38]1[CH2:43][CH2:42][CH:41]([OH:44])[CH2:40][CH2:39]1>C(#N)C>[NH2:1][C:2]1[N:11]=[C:10]([C:12]([N:14]2[CH2:22][C:21]3[C:16](=[CH:17][CH:18]=[CH:19][CH:20]=3)[CH2:15]2)=[O:13])[C:9]2[C:4](=[CH:5][CH:6]=[C:7]([C:23]3[CH:28]=[C:27]([F:29])[CH:26]=[CH:25][C:24]=3[CH2:30][N:38]3[CH2:43][CH2:42][CH:41]([OH:44])[CH2:40][CH2:39]3)[CH:8]=2)[N:3]=1 |f:1.2.3|. Procedure: 200 mg of [2-amino-6-(2-chloromethyl-5-fluorophenyl)quinazolin-4-yl]-(1,3-dihydroisoindol-2-yl)methanone are dissolved in 5 ml of acetonitrile. 301 mg of caesium carbonate and 57 μl of piperidin-4-ol are added, and the mixture is stirred at 80° C. for 16 h. After cooling to 25° C., the mixture is filtered, and the filtrate is evaporated to dryness. The residue is taken up in 5 ml of ethyl acetate, the solution is washed with 5 ml of 2N sodium hydroxide solution, and the combined organic phases a... Reactants: FC(C1=CC=C(C=C1)C=1C(=CC=CC1)C(=O)O)(F)F (4′-trifluoromethylbiphenyl-2-carboxylic acid), CN(C=O)C (dimethylformamide), C(C(=O)Cl)(=O)Cl (oxalyl chloride). Run in C(Cl)Cl (methylene chloride). Conditions: time 100 minute. Product: FC(C1=CC=C(C=C1)C=1C(=CC=CC1)C(=O)Cl)(F)F (4′-Trifluoromethylbiphenyl-2-carboxylic acid chloride). RXN SMILES: [F:1][C:2]([F:19])([F:18])[C:3]1[CH:8]=[CH:7][C:6]([C:9]2[C:10]([C:15](O)=[O:16])=[CH:11][CH:12]=[CH:13][CH:14]=2)=[CH:5][CH:4]=1.CN(C)C=O.C(Cl)(=O)C([Cl:28])=O>C(Cl)Cl>[F:1][C:2]([F:19])([F:18])[C:3]1[CH:8]=[CH:7][C:6]([C:9]2[C:10]([C:15]([Cl:28])=[O:16])=[CH:11][CH:12]=[CH:13][CH:14]=2)=[CH:5][CH:4]=1. Procedure: To a mixture of 4′-trifluoromethylbiphenyl-2-carboxylic acid (5.06 g), dimethylformamide (catalytic amount) and methylene chloride (30 mL) was added dropwise oxalyl chloride (2.43 mL) under ice-cooling. The mixture was stirred at room temperature for 100 minutes and the solvent was removed by evaporation. After azeotropic distillation with toluene, the residue was dried in vacuo to give the title compound (5.40 g).